From a dataset of the Open Reaction Database (ORD), a public repository of structured organic reaction records. describe an organic reaction: reactants, conditions, products, and yield Reactants: [Li]CCCC, COP(C)(=O)OC, CCCCC, CCCCC(F)(F)C(=O)OCC, C1CCOC1, O=S(=O)(O)O. Yields the product CCCCC(F)(F)C(=O)CP(=O)(OC)OC. Reaction SMILES: [CH2:8]([Li:9])[CH2:10][CH2:11][CH3:12].[CH3:1][P:2]([O:3][CH3:4])([O:5][CH3:6])=[O:7].[CH3:35][CH2:36][CH2:37][CH2:38][CH3:39].[F:13][C:14]([C:15](=[O:16])[O:17][CH2:18][CH3:19])([CH2:20][CH2:21][CH2:22][CH3:23])[F:24].[O:30]1[CH2:31][CH2:32][CH2:33][CH2:34]1.[S:25](=[O:26])(=[O:27])([OH:28])[OH:29]>>[CH2:1]([P:2]([O:3][CH3:4])([O:5][CH3:6])=[O:7])[C:15]([C:14]([F:13])([CH2:20][CH2:21][CH2:22][CH3:23])[F:24])=[O:16]. The reactants are CCCCCCCCCC=1C=CC(=CC1)O.CC(C)(C1=CC=C(C=C1)O)C2=CC=C(C=C2)O.C=O (nonylphenol diphenylolpropane formaldehyde), O (water). Product: OCC(CO)(CO)CO (pentaerythritol). RXN SMILES: CCCCCCCCCC1C=C[C:13]([OH:16])=[CH:14][CH:15]=1.CC(C1C=C[C:30]([OH:33])=CC=1)(C1C=CC(O)=CC=1)C.[CH2:34]=[O:35].[OH2:36]>>[OH:16][CH2:13][C:14]([CH2:30][OH:33])([CH2:34][OH:35])[CH2:15][OH:36] |f:0.1.2|. Procedure: 19.0% of an aqueous nonylphenol/diphenylolpropane-formaldehyde condensation product (70% strength in water, viscosity 270 mPa. s/23° C.) The reactants are OCCC#CC1=CC=C(C=C1)CC(=O)OC (Methyl 4-(4-hydroxy-1-butynyl)phenylacetate). The reagents and catalysts are [Pd] (palladium on carbon), [Pd] (palladium on carbon). The solvent is CO (methanol). Reaction conditions: time 6 hour. Product: OCCCCC1=CC=C(C=C1)CC(=O)OC (methyl 4-(4-hydroxy-1-butyl)phenylacetate). Yield: 94.6%. As a reaction SMILES: [OH:1][CH2:2][CH2:3][C:4]#[C:5][C:6]1[CH:11]=[CH:10][C:9]([CH2:12][C:13]([O:15][CH3:16])=[O:14])=[CH:8][CH:7]=1>CO.[Pd]>[OH:1][CH2:2][CH2:3][CH2:4][CH2:5][C:6]1[CH:7]=[CH:8][C:9]([CH2:12][C:13]([O:15][CH3:16])=[O:14])=[CH:10][CH:11]=1. Procedure details: Methyl 4-(4-hydroxy-1-butynyl)phenylacetate (10.6 g, 0.0485 mol) was dissolved in methanol (200 mL), then 10% palladium on carbon (1.1 g) was added, and the mixture was stirred under hydrogen (50 psi). After 6 hours, additonal 10% palladium on carbon (1 g) was added, and the mixture was stirred overnight. The catalyst was filtered through celite, the filtrate was concentrated and dried in vacuo to give 10.20 g (94.5%) of methyl 4-(4-hydroxy-1-butyl)phenylacetate as a yellow liquid. FAB-MS m/z=22... Starting materials: [Cl-].[Li+] (lithium chloride), [BH4-].[Na+] (sodium borohydride), C(C=C)OC(=O)N1[C@@H](C[C@@H](C1)SC(C1=CC=CC=C1)(C1=CC=CC=C1)C1=CC=CC=C1)CC(C(=O)OC)NC(=O)OCC=C ((2R,4S)-N-allyloxycarbonyl-2-(2-allyloxycarbonylamino-2-methoxycarbonylethyl)-4-(triphenylmethylthio)pyrrolidine), C(CC(O)(C(=O)O)CC(=O)O)(=O)O (citric acid), EXAMPLE 2-2. Run in C(C)O (ethanol), O1CCCC1 (tetrahydrofuran). Conditions: time 8 hour. Product: C(C=C)OC(=O)N1[C@@H](C[C@@H](C1)SC(C1=CC=CC=C1)(C1=CC=CC=C1)C1=CC=CC=C1)CC(CO)NC(=O)OCC=C ((2R,4S)-N-allyloxycarbonyl-2-(2-allyloxycarbonylamino-3-hydroxypropyl)-4-(triphenylmethylthio)pyrrolidine). Yield: 57.0%. Reaction SMILES: [CH2:1]([O:4][C:5]([N:7]1[CH2:11][C@@H:10]([S:12][C:13]([C:26]2[CH:31]=[CH:30][CH:29]=[CH:28][CH:27]=2)([C:20]2[CH:25]=[CH:24][CH:23]=[CH:22][CH:21]=2)[C:14]2[CH:19]=[CH:18][CH:17]=[CH:16][CH:15]=2)[CH2:9][C@H:8]1[CH2:32][CH:33]([NH:38][C:39]([O:41][CH2:42][CH:43]=[CH2:44])=[O:40])[C:34](OC)=[O:35])=[O:6])[CH:2]=[CH2:3].[Cl-].[Li+].[BH4-].[Na+].C(O)(=O)CC(CC(O)=O)(C(O)=O)O>O1CCCC1.C(O)C>[CH2:1]([O:4][C:5]([N:7]1[CH2:11][C@@H:10]([S:12][C:13]([C:20]2[CH:21]=[CH:22][CH:23]=[CH:24][CH:25]=2)([C:14]2[CH:15]=[CH:16][CH:17]=[CH:18][CH:19]=2)[C:26]2[CH:31]=[CH:30][CH:29]=[CH:28][CH:27]=2)[CH2:9][C@H:8]1[CH2:32][CH:33]([NH:38][C:39]([O:41][CH2:42][CH:43]=[CH2:44])=[O:40])[CH2:34][OH:35])=[O:6])[CH:2]=[CH2:3] |f:1.2,3.4|. Procedure details: To a solution of (2R,4S)-N-allyloxycarbonyl-2-(2-allyloxycarbonylamino-2-methoxycarbonylethyl)-4-(triphenylmethylthio)pyrrolidine prepared in REFERENCE EXAMPLE 2-2 (810 mg, 1.32 mmol) in tetrahydrofuran (5 ml) was added lithium chloride (100 mg, 2.58 mmol), sodium borohydride (110 mg, 2.59 mmol) and ethanol (5 ml) under a nitrogen atmosphere, and the mixture was stirred overnight at room temperature. The reaction mixture was acidified with 10% aqueous citric acid under ice-cooling, and then the ... Reactants: CC(C)(C)OC(=O)N1CCC(=O)CC1, [Li]CCCC, C1CCOC1, CCOCC, CC(C)NC(C)C, O=C(O)CCc1ccc(F)cc1, O. Yields the product CC(C)(C)OC(=O)N1CCC(O)(C(Cc2ccc(F)cc2)C(=O)O)CC1. As a reaction SMILES: [C:25](=[O:26])([O:27][C:28]([CH3:29])([CH3:30])[CH3:31])[N:32]1[CH2:33][CH2:34][C:35](=[O:38])[CH2:36][CH2:37]1.[CH2:1]([Li:2])[CH2:3][CH2:4][CH3:5].[CH2:39]1[O:40][CH2:41][CH2:42][CH2:43]1.[CH2:45]([O:46][CH2:47][CH3:48])[CH3:49].[CH:6]([NH:7][CH:8]([CH3:9])[CH3:10])([CH3:11])[CH3:12].[F:13][c:14]1[cH:15][cH:16][c:17]([CH2:20][CH2:21][C:22](=[O:23])[OH:24])[cH:18][cH:19]1.[OH2:44]>>[F:13][c:14]1[cH:15][cH:16][c:17]([CH2:20][CH:21]([C:22](=[O:23])[OH:24])[C:35]2([OH:38])[CH2:34][CH2:33][N:32]([C:25](=[O:26])[O:27][C:28]([CH3:29])([CH3:30])[CH3:31])[CH2:37][CH2:36]2)[cH:18][cH:19]1. Yields the product CCOC(=O)c1cnc(Cl)cc1NC. As a reaction SMILES: [CH3:14][NH2:15].[CH3:16][C:17]#[N:18].[Cl:1][c:2]1[cH:3][c:4]([Cl:13])[n:5][cH:6][c:7]1[C:8](=[O:9])[O:10][CH2:11][CH3:12]>>[c:2]1([NH:15][CH3:14])[cH:3][c:4]([Cl:13])[n:5][cH:6][c:7]1[C:8](=[O:9])[O:10][CH2:11][CH3:12]. Starting materials: CN, CC#N, CCOC(=O)c1cnc(Cl)cc1Cl.